The task is: describe an organic reaction: reactants, conditions, products, and yield. This data is from the Open Reaction Database (ORD), a public repository of structured organic reaction records. Starting materials: O=C([O-])O, CCCCCCC, CC(C)[N-]C(C)C, O=Cc1cc(F)ccc1F, [Li+], [Na+], C1CCOC1, Fc1ccc(C2OCCO2)nc1, O. Reaction SMILES: [C:31](=[O:32])([OH:33])[O-:34].[CH3:42][CH2:43][CH2:44][CH2:45][CH2:46][CH2:47][CH3:48].[CH:1]([N-:2][CH:3]([CH3:4])[CH3:5])([CH3:6])[CH3:7].[F:21][c:22]1[c:23]([CH:24]=[O:25])[cH:26][c:27]([F:30])[cH:28][cH:29]1.[Li+:8].[Na+:35].[O:37]1[CH2:38][CH2:39][CH2:40][CH2:41]1.[O:9]1[CH:10]([c:14]2[n:15][cH:16][c:17]([F:20])[cH:18][cH:19]2)[O:11][CH2:12][CH2:13]1.[OH2:36]>>[O:9]1[CH:10]([c:14]2[n:15][cH:16][c:17]([F:20])[c:18]([CH:24]([c:23]3[c:22]([F:21])[cH:29][cH:28][c:27]([F:30])[cH:26]3)[OH:25])[cH:19]2)[O:11][CH2:12][CH2:13]1. The product is OC(c1cc(F)ccc1F)c1cc(C2OCCO2)ncc1F. Starting materials: O=c1[nH]nc2c(-c3ccncc3)c(-c3ccc(Cl)cc3)cnn12, ClCc1ccc(Cl)nc1, [K+], [K+], O=C([O-])[O-], CN(C)C=O, O. The product is O=c1n(Cc2ccc(Cl)nc2)nc2c(-c3ccncc3)c(-c3ccc(Cl)cc3)cnn12. RXN SMILES: [Cl:1][c:2]1[cH:3][cH:4][c:5](-[c:8]2[c:9](-[c:18]3[cH:19][cH:20][n:21][cH:22][cH:23]3)[c:10]3[n:11]([n:12][cH:13]2)[c:14](=[O:17])[nH:15][n:16]3)[cH:6][cH:7]1.[Cl:30][c:31]1[n:32][cH:33][c:34]([CH2:37][Cl:38])[cH:35][cH:36]1.[K+:24].[K+:25].[O-:26][C:27]([O-:28])=[O:29].[O:39]=[CH:40][N:41]([CH3:42])[CH3:43].[OH2:44]>>[Cl:1][c:2]1[cH:3][cH:4][c:5](-[c:8]2[c:9](-[c:18]3[cH:19][cH:20][n:21][cH:22][cH:23]3)[c:10]3[n:11]([n:12][cH:13]2)[c:14](=[O:17])[n:15]([CH2:37][c:34]2[cH:33][n:32][c:31]([Cl:30])[cH:36][cH:35]2)[n:16]3)[cH:6][cH:7]1. Starting materials: ClC1=CC=C(C=C1)CC(=O)OC (methyl 2-(4-chlorophenyl)acetate), [Li+].CC(C)[N-]C(C)C (LDA), BrCC(=O)OC(C)(C)C (tert-butyl bromoacetate), [Li]CCCC (n-BuLi), C(C)(C)NC(C)C (diisopropylamine). The solvent is C1CCOC1 (THF), C1CCOC1 (THF). Run at temperature 0 celsius, time 30 minute. Product: ClC1=CC=C(C=C1)C(C(=O)OC)CC(=O)OC(C)(C)C (4-tert-butyl 1-methyl 2-(4-chlorophenyl)succinate). The yield is 88.3%. RXN SMILES: [Li]CCCC.C(NC(C)C)(C)C.[Cl:13][C:14]1[CH:19]=[CH:18][C:17]([CH2:20][C:21]([O:23][CH3:24])=[O:22])=[CH:16][CH:15]=1.[Li+].CC([N-]C(C)C)C.Br[CH2:34][C:35]([O:37][C:38]([CH3:41])([CH3:40])[CH3:39])=[O:36]>C1COCC1>[Cl:13][C:14]1[CH:15]=[CH:16][C:17]([CH:20]([CH2:34][C:35]([O:37][C:38]([CH3:41])([CH3:40])[CH3:39])=[O:36])[C:21]([O:23][CH3:24])=[O:22])=[CH:18][CH:19]=1 |f:3.4|. Reported procedure: n-BuLi (1.60M in hexanes, 35.6 mL, 56.9 mmol) was added to a 0° C. solution of diisopropylamine (8.35 mL, 59.6 mmol) in THF (200 mL). The mixture was allowed to stir at 0° C. for 30 minutes, and was then cooled to −78° C. A solution of methyl 2-(4-chlorophenyl)acetate (10.0 g, 54.2 mmol) in THF (10 mL) was added to the −78° C. LDA solution by syringe, which was then stirred for 45 minutes. Neat tert-butyl bromoacetate (9.60 mL, 65.0 mmol) was added by syringe, and the reaction was stirred for 15... Starting materials: BrC1=NN(C(=N1)C=O)C (3-bromo-1-methyl-1H-1,2,4-triazole-5-carbaldehyde), [Cl-].CC1=CN=C(C=2N1N=C(N2)C[P+](C2=CC=CC=C2)(C2=CC=CC=C2)C2=CC=CC=C2)C (((5,8-dimethyl-[1,2,4]triazolo[1,5-a]pyrazin-2-yl)methyl)triphenylphosphonium chloride). Yields the product BrC=1N=C(N(N1)C)/C=C/C1=NN2C(C(=NC=C2C)C)=N1 (2-[(E)-2-(5-bromo-2-methyl-2H-[1,2,4]triazol-3-yl)-vinyl]-5,8-dimethyl-[1,2,4]triazolo[1,5-a]pyrazine). The yield is 67.1%. RXN SMILES: [Br:1][C:2]1[N:6]=[C:5]([CH:7]=O)[N:4]([CH3:9])[N:3]=1.[Cl-].[CH3:11][C:12]1[N:17]2[N:18]=[C:19]([CH2:21][P+](C3C=CC=CC=3)(C3C=CC=CC=3)C3C=CC=CC=3)[N:20]=[C:16]2[C:15]([CH3:41])=[N:14][CH:13]=1>>[Br:1][C:2]1[N:6]=[C:5](/[CH:7]=[CH:21]/[C:19]2[N:20]=[C:16]3[C:15]([CH3:41])=[N:14][CH:13]=[C:12]([CH3:11])[N:17]3[N:18]=2)[N:4]([CH3:9])[N:3]=1 |f:1.2|. Reported procedure: Was prepared in the same manner as described in Example 1g) using 3-bromo-1-methyl-1H-1,2,4-triazole-5-carbaldehyde (218 mg, 1.15 mmol, Eq: 1.00) and ((5,8-dimethyl-[1,2,4]triazolo[1,5-a]pyrazin-2-yl)methyl)triphenylphosphonium chloride (527 mg, 1.15 mmol, Eq: 1.00) as starting materials. Chromatography afforded 2-[(E)-2-(5-bromo-2-methyl-2H-[1,2,4]triazol-3-yl)-vinyl]-5,8-dimethyl-[1,2,4]triazolo[1,5-a]pyrazine (258 mg/67.3%) as a white solid. MS: m/e=336.0334.1 (M+H+), mp: 199.4° C. Starting materials: O=C([O-])[O-], CS(=O)(=O)Cl, ClCCl, FC(F)(F)COc1ccc(NCc2cccnc2)cc1, [K+], [K+]. The product is CS(=O)(=O)N(Cc1cccnc1)c1ccc(OCC(F)(F)F)cc1. RXN SMILES: [C:21](=[O:22])([O-:23])[O-:24].[CH3:27][S:28]([Cl:29])(=[O:30])=[O:31].[Cl:32][CH2:33][Cl:34].[F:1][C:2]([CH2:3][O:4][c:5]1[cH:6][cH:7][c:8]([NH:11][CH2:12][c:13]2[cH:14][n:15][cH:16][cH:17][cH:18]2)[cH:9][cH:10]1)([F:19])[F:20].[K+:25].[K+:26]>>[F:1][C:2]([CH2:3][O:4][c:5]1[cH:6][cH:7][c:8]([N:11]([CH2:12][c:13]2[cH:14][n:15][cH:16][cH:17][cH:18]2)[S:28]([CH3:27])(=[O:30])=[O:31])[cH:9][cH:10]1)([F:19])[F:20]. The reactants are C1(=CC=C(C=C1)C(=O)Cl)C (p-toluoyl chloride), Cl.CNOC (N,O-dimethylhydroxyamine hydrochloride), N1=CC=CC=C1 (pyridine). Solvent: ClCCl (dichloromethane). Conditions: time 1 hour. Yields the product CON(C(=O)C1=CC=C(C=C1)C)C (N-methoxy-N-methyl-p-toluamide). The yield is 89.7%. Reaction SMILES: [C:1]1([CH3:10])[CH:6]=[CH:5][C:4]([C:7](Cl)=[O:8])=[CH:3][CH:2]=1.Cl.[CH3:12][NH:13][O:14][CH3:15].N1C=CC=CC=1>ClCCl>[CH3:15][O:14][N:13]([CH3:12])[C:7]([C:4]1[CH:5]=[CH:6][C:1]([CH3:10])=[CH:2][CH:3]=1)=[O:8] |f:1.2|. Procedure details: To a solution of 10.00 g of p-toluoyl chloride in 300 ml of dichloromethane, 6.94 g of N,O-dimethylhydroxyamine hydrochloride was added. The reaction solution was ice-cooled and 11.5 ml of pyridine was added dropwise. After the completion of dropwise addition, the mixture was stirred at room temperature for one hour and the solvent was evaporated under reduced pressure. The residue was combined with water, extracted with diethyl ether and then washed in turn with 10% hydrochloric acid, water and... Conditions: time 8 hour. The solvent is C(C)(=O)OCC (ethyl acetate). Product: COC=1C=C2CCN(C(C2=CC1)CC1=CC=C(C=C1)O)C(C)C (6-Methoxy-2-(methylethyl)-1-(4-hydroxybenzyl)-1,2,3,4-tetrahydroisoquinoline). Reactants: COC=1C=C2CCN(C(C2=CC1)CC1=CC=C(C=C1)OCC1=CC=CC=C1)C(C)C (6-methoxy-2-(methylethyl)-1-[4-(phenylmethoxy)benzyl]-1,2,3,4-tetrahydroisoquinoline). Reaction SMILES: [CH3:1][O:2][C:3]1[CH:4]=[C:5]2[C:10](=[CH:11][CH:12]=1)[CH:9]([CH2:13][C:14]1[CH:19]=[CH:18][C:17]([O:20]CC3C=CC=CC=3)=[CH:16][CH:15]=1)[N:8]([CH:28]([CH3:30])[CH3:29])[CH2:7][CH2:6]2>C(O)(=O)C.C(OCC)(=O)C.[Pd]>[CH3:1][O:2][C:3]1[CH:4]=[C:5]2[C:10](=[CH:11][CH:12]=1)[CH:9]([CH2:13][C:14]1[CH:19]=[CH:18][C:17]([OH:20])=[CH:16][CH:15]=1)[N:8]([CH:28]([CH3:30])[CH3:29])[CH2:7][CH2:6]2. Reagents/catalysts: C(C)(=O)O (acetic acid), [Pd] (palladium). The yield is 90.8%. Procedure details: A suspension of 6-methoxy-2-(methylethyl)-1-[4-(phenylmethoxy)benzyl]-1,2,3,4-tetrahydroisoquinoline (0.3 g, 0.75 mmol), palladium (10% wt) on activated carbon (0.06 g) and acetic acid (5 drops) in ethyl acetate (10 mL) was stirred under hydrogen overnight. The reaction was filtered and concentrated to provide the title compound (0.212 g, 91% yield): ES-MS (m/z) 312 [M+H]+. Reported procedure: The title compound was prepared from (2-amino-4-chloro-5-trifluoromethyl-phenyl)-carbamic acid tert-butyl ester (Example J24) (311 mg, 1.0 mmol) and 3-[3-(2,6-dimethyl-pyridin-4-yl)-phenyl]-3-oxo-propionic acid tert-butyl ester (Example K15) (325 mg, 1.0 mmol) according to the general procedure M. Obtained as a light yellow oil (356 mg, 63%). Reaction SMILES: [C:1]([O:5][C:6](=[O:20])[NH:7][C:8]1[CH:13]=[C:12]([C:14]([F:17])([F:16])[F:15])[C:11]([Cl:18])=[CH:10][C:9]=1[NH2:19])([CH3:4])([CH3:3])[CH3:2].C([O:25][C:26](=O)[CH2:27][C:28]([C:30]1[CH:35]=[CH:34][CH:33]=[C:32]([C:36]2[CH:41]=[C:40]([CH3:42])[N:39]=[C:38]([CH3:43])[CH:37]=2)[CH:31]=1)=[O:29])(C)(C)C>>[C:1]([O:5][C:6](=[O:20])[NH:7][C:8]1[CH:13]=[C:12]([C:14]([F:17])([F:16])[F:15])[C:11]([Cl:18])=[CH:10][C:9]=1[NH:19][C:26](=[O:25])[CH2:27][C:28]([C:30]1[CH:35]=[CH:34][CH:33]=[C:32]([C:36]2[CH:37]=[C:38]([CH3:43])[N:39]=[C:40]([CH3:42])[CH:41]=2)[CH:31]=1)=[O:29])([CH3:4])([CH3:2])[CH3:3]. The reactants are C(C)(C)(C)OC(NC1=C(C=C(C(=C1)C(F)(F)F)Cl)N)=O ((2-amino-4-chloro-5-trifluoromethyl-phenyl)-carbamic acid tert-butyl ester), C(C)(C)(C)OC(CC(=O)C1=CC(=CC=C1)C1=CC(=NC(=C1)C)C)=O (3-[3-(2,6-dimethyl-pyridin-4-yl)-phenyl]-3-oxo-propionic acid tert-butyl ester). The yield is 63.0%. Yields the product C(C)(C)(C)OC(NC1=C(C=C(C(=C1)C(F)(F)F)Cl)NC(CC(=O)C1=CC(=CC=C1)C1=CC(=NC(=C1)C)C)=O)=O ((4-Chloro-2-{3-[3-(2,6-dimethyl-pyridin-4-yl)-phenyl]-3-oxo-propionylamino}-5-trifluoromethyl-phenyl)-carbamic acid tert-butyl ester), oil.